From a dataset of the Open Reaction Database (ORD), a public repository of structured organic reaction records. describe an organic reaction: reactants, conditions, products, and yield Starting materials: CCOC(=O)C1=C(O)c2cc(OC)c(OC)cc2NC(=O)C1, CS(C)=O, O. The product is COc1cc2c(cc1OC)C(=O)CCC(=O)N2. RXN SMILES: [CH2:1]([O:2][C:3](=[O:4])[C:6]1=[C:12]([OH:13])[c:11]2[c:10]([cH:17][c:16]([O:18][CH3:19])[c:15]([O:20][CH3:21])[cH:14]2)[NH:9][C:8](=[O:22])[CH2:7]1)[CH3:5].[CH3:24][S:25]([CH3:26])=[O:27].[OH2:23]>>[CH2:6]1[CH2:7][C:8](=[O:22])[NH:9][c:10]2[c:11]([cH:14][c:15]([O:20][CH3:21])[c:16]([O:18][CH3:19])[cH:17]2)[C:12]1=[O:13].